This data is from the Open Reaction Database (ORD), a public repository of structured organic reaction records. The task is: describe an organic reaction: reactants, conditions, products, and yield Reported procedure: 12.0 Parts N-t-butoxycarbonyl-L-tyrosylglycylglycyl-L-phenylalanyl-L-methionine sulfoxide is suspended in 100 parts by volume acetic acid and treated with 50 parts by volume 6 M HCl in dioxane. The resulting mixture is stirred at room temperature for two hours and then stripped of solvent under reduced pressure. Trituration of the residue with ether affords solid L-tyrosylglycylglycyl-L-phenylalanyl-L-methionine sulfoxide hydrochloride. This compound is represented by the following formula. ##ST... As a reaction SMILES: C(OC([NH:8][C@H:9]([C:18]([NH:20][CH2:21][C:22]([NH:24][CH2:25][C:26]([NH:28][C@H:29]([C:37]([NH:39][C@H:40]([C:46]([OH:48])=[O:47])[CH2:41][CH2:42][S:43]([CH3:45])=[O:44])=[O:38])[CH2:30][C:31]1[CH:36]=[CH:35][CH:34]=[CH:33][CH:32]=1)=[O:27])=[O:23])=[O:19])[CH2:10][C:11]1[CH:16]=[CH:15][C:14]([OH:17])=[CH:13][CH:12]=1)=O)(C)(C)C.C(O)(=O)C.[ClH:53].CCOCC>O1CCOCC1>[ClH:53].[NH2:8][C@H:9]([C:18]([NH:20][CH2:21][C:22]([NH:24][CH2:25][C:26]([NH:28][C@H:29]([C:37]([NH:39][C@H:40]([C:46]([OH:48])=[O:47])[CH2:41][CH2:42][S:43]([CH3:45])=[O:44])=[O:38])[CH2:30][C:31]1[CH:36]=[CH:35][CH:34]=[CH:33][CH:32]=1)=[O:27])=[O:23])=[O:19])[CH2:10][C:11]1[CH:16]=[CH:15][C:14]([OH:17])=[CH:13][CH:12]=1 |f:5.6|. Starting materials: C(C)(C)(C)OC(=O)N[C@@H](CC1=CC=C(C=C1)O)C(=O)NCC(=O)NCC(=O)N[C@@H](CC1=CC=CC=C1)C(=O)N[C@@H](CCS(=O)C)C(=O)O (N-t-butoxycarbonyl-L-tyrosylglycylglycyl-L-phenylalanyl-L-methionine sulfoxide), C(C)(=O)O (acetic acid), CCOCC (ether), Cl (HCl). Run at time 2 hour. The product is Cl.N[C@@H](CC1=CC=C(C=C1)O)C(=O)NCC(=O)NCC(=O)N[C@@H](CC1=CC=CC=C1)C(=O)N[C@@H](CCS(=O)C)C(=O)O (L-tyrosylglycylglycyl-L-phenylalanyl-L-methionine sulfoxide hydrochloride). Run in O1CCOCC1 (dioxane). Reactants: ClC=1C=C(C(C(=O)O)=CC1)S (4-chlorothiosalicylic acid), C([O-])([O-])=O.[Na+].[Na+] (sodium carbonate), BrC1C(=O)OCC1 (α-bromo-γ-butyrolactone), Cl (hydrochloric acid), crude product. Solvent: O (water), C(C)N(CC)CC (triethylamine), C(C)(=O)OC(C)=O (acetic anhydride). Reaction conditions: time 6 hour. Yields the product ClC=1C=CC2=C(SC3(C(OCC3)=O)C2=O)C1 (6-chloro-4',5'-dihydrospiro[benzo[b]thiophene-2(3H),3'(2'H)-furan]-3,2'-dione). Yield: 8.3%. As a reaction SMILES: [Cl:1][C:2]1[CH:3]=[C:4]([SH:11])[C:5](=[CH:9][CH:10]=1)[C:6]([OH:8])=O.C(=O)([O-])[O-].[Na+].[Na+].Br[CH:19]1[CH2:24][CH2:23][O:22][C:20]1=[O:21].Cl>O.C(OC(=O)C)(=O)C.C(N(CC)CC)C>[Cl:1][C:2]1[CH:10]=[CH:9][C:5]2[C:6](=[O:8])[C:19]3([CH2:24][CH2:23][O:22][C:20]3=[O:21])[S:11][C:4]=2[CH:3]=1 |f:1.2.3|. Procedure: In 200 ml of water were dissolved 14.2 g of 4-chlorothiosalicylic acid and 20 g of sodium carbonate, and 19.1 g of α-bromo-γ-butyrolactone was added dropwise to the solution under ice-cooling. After stirring the solution at room temperature for 6 hours, 35 ml of concentrated hydrochloric acid was added to the reaction solution at room temperature to acidify. After stirring at room temperature for 3 hours, the precipitate was collected, washed with water and dried, resulting in crude α-[(2-carbox... Reactants: Cl.CC=1C=C(CN2N=CC(=C2)C2=CN(C3=NC=C(C=C32)C=3C=NC(=CC3)N3CCNCC3)S(=O)(=O)C3=CC=C(C)C=C3)C=CC1 (3-(1-(3-methylbenzyl)-1H-pyrazol-4-yl)-5-(6-(piperazin-1-yl)pyridin-3-yl)-1-tosyl-1H-pyrrolo[2,3-b]pyridine hydrochloride), C[C@@H]1OC1 ((S)-2-methyloxirane), CCN(C(C)C)C(C)C (DIPEA). The solvent is C(C)O (ethanol). The product is CC=1C=C(CN2N=CC(=C2)C2=CN(C3=NC=C(C=C32)C=3C=CC(=NC3)N3CCN(CC3)C[C@H](C)O)S(=O)(=O)C3=CC=C(C)C=C3)C=CC1 ((S)-1-(4-(5-(3-(1-(3-methylbenzyl)-1H-pyrazol-4-yl)-1-tosyl-1H-pyrrolo[2,3-b]pyridin-5-yl)pyridin-2-yl)piperazin-1-yl)propan-2-ol). RXN SMILES: Cl.[CH3:2][C:3]1[CH:4]=[C:5]([CH:43]=[CH:44][CH:45]=1)[CH2:6][N:7]1[CH:11]=[C:10]([C:12]2[C:20]3[C:15](=[N:16][CH:17]=[C:18]([C:21]4[CH:22]=[N:23][C:24]([N:27]5[CH2:32][CH2:31][NH:30][CH2:29][CH2:28]5)=[CH:25][CH:26]=4)[CH:19]=3)[N:14]([S:33]([C:36]3[CH:42]=[CH:41][C:39]([CH3:40])=[CH:38][CH:37]=3)(=[O:35])=[O:34])[CH:13]=2)[CH:9]=[N:8]1.[CH3:46][C@H:47]1[CH2:49][O:48]1.CCN(C(C)C)C(C)C>C(O)C>[CH3:2][C:3]1[CH:4]=[C:5]([CH:43]=[CH:44][CH:45]=1)[CH2:6][N:7]1[CH:11]=[C:10]([C:12]2[C:20]3[C:15](=[N:16][CH:17]=[C:18]([C:21]4[CH:26]=[CH:25][C:24]([N:27]5[CH2:32][CH2:31][N:30]([CH2:46][C@@H:47]([OH:48])[CH3:49])[CH2:29][CH2:28]5)=[N:23][CH:22]=4)[CH:19]=3)[N:14]([S:33]([C:36]3[CH:42]=[CH:41][C:39]([CH3:40])=[CH:38][CH:37]=3)(=[O:35])=[O:34])[CH:13]=2)[CH:9]=[N:8]1 |f:0.1|. Reported procedure: Using similar reaction conditions as described in step-i of example-82A, 3-(1-(3-methylbenzyl)-1H-pyrazol-4-yl)-5-(6-(piperazin-1-yl)pyridin-3-yl)-1-tosyl-1H-pyrrolo[2,3-b]pyridine hydrochloride (120 mg. 0.187 mmol) was alkylated using (S)-2-methyloxirane (33 mg, 0.562 mmol), DIPEA (145 mg, 1.124 mmol) and ethanol (5 mL) to get 100 mg (crude) of the titled compound. MS: m/z=662.3 (M+1). Reactants: O=C(Cl)c1ccc(F)cc1, Nc1ccc(N2CCN(C(=O)c3ccccc3C(F)(F)F)CC2)nn1. The product is O=C(Nc1ccc(N2CCN(C(=O)c3ccccc3C(F)(F)F)CC2)nn1)c1ccc(F)cc1. Reaction SMILES: [F:1][c:2]1[cH:3][cH:4][c:5]([C:6](=[O:7])[Cl:8])[cH:9][cH:10]1.[NH2:11][c:12]1[cH:13][cH:14][c:15]([N:18]2[CH2:19][CH2:20][N:21]([C:24](=[O:25])[c:26]3[c:27]([C:32]([F:33])([F:34])[F:35])[cH:28][cH:29][cH:30][cH:31]3)[CH2:22][CH2:23]2)[n:16][n:17]1>>[F:1][c:2]1[cH:3][cH:4][c:5]([C:6](=[O:7])[NH:11][c:12]2[cH:13][cH:14][c:15]([N:18]3[CH2:19][CH2:20][N:21]([C:24](=[O:25])[c:26]4[c:27]([C:32]([F:33])([F:34])[F:35])[cH:28][cH:29][cH:30][cH:31]4)[CH2:22][CH2:23]3)[n:16][n:17]2)[cH:9][cH:10]1. The reactants are CC(C)(C)OC(=O)N1CCC(C(N)=O)(c2ccccn2)CC1, Cl, C1COCCO1. Product: Cl, NC(=O)C1(c2ccccn2)CCNCC1. RXN SMILES: [C:1]([O:2][C:3](=[O:4])[N:8]1[CH2:9][CH2:10][C:11]([C:14](=[O:15])[NH2:16])([c:17]2[n:18][cH:19][cH:20][cH:21][cH:22]2)[CH2:12][CH2:13]1)([CH3:5])([CH3:6])[CH3:7].[ClH:23].[O:24]1[CH2:25][CH2:26][O:27][CH2:28][CH2:29]1>>[ClH:23].[NH:8]1[CH2:9][CH2:10][C:11]([C:14](=[O:15])[NH2:16])([c:17]2[n:18][cH:19][cH:20][cH:21][cH:22]2)[CH2:12][CH2:13]1. The reactants are CCO, c1cc(OCC2CO2)c2cccnc2c1, O=C(C(c1ccccc1)c1ccccc1)N1CCNCC1. Yields the product O=C(C(c1ccccc1)c1ccccc1)N1CCN(CC(O)COc2cccc3ncccc23)CC1. As a reaction SMILES: [CH3:37][CH2:38][OH:39].[O:1]1[CH:2]([CH2:3][O:4][c:5]2[c:6]3[cH:7][cH:8][cH:9][n:10][c:11]3[cH:12][cH:13][cH:14]2)[CH2:15]1.[c:16]1([CH:22]([C:23](=[O:24])[N:25]2[CH2:26][CH2:27][NH:28][CH2:29][CH2:30]2)[c:31]2[cH:32][cH:33][cH:34][cH:35][cH:36]2)[cH:17][cH:18][cH:19][cH:20][cH:21]1>>[OH:1][CH:2]([CH2:3][O:4][c:5]1[c:6]2[cH:7][cH:8][cH:9][n:10][c:11]2[cH:12][cH:13][cH:14]1)[CH2:15][N:28]1[CH2:27][CH2:26][N:25]([C:23]([CH:22]([c:16]2[cH:17][cH:18][cH:19][cH:20][cH:21]2)[c:31]2[cH:32][cH:33][cH:34][cH:35][cH:36]2)=[O:24])[CH2:30][CH2:29]1. Reactants: BrP(Br)(c1ccccc1)(c1ccccc1)c1ccccc1, COc1ccc2c(c1)C=C(CO)CO2, CC#N. Yields the product COc1ccc2c(c1)C=C(CBr)CO2. As a reaction SMILES: [Br:15][P:16]([Br:17])([c:18]1[cH:19][cH:20][cH:21][cH:22][cH:23]1)([c:24]1[cH:25][cH:26][cH:27][cH:28][cH:29]1)[c:30]1[cH:31][cH:32][cH:33][cH:34][cH:35]1.[CH3:1][O:2][c:3]1[cH:4][cH:5][c:6]2[c:7]([cH:14]1)[CH:8]=[C:9]([CH2:12][OH:13])[CH2:10][O:11]2.[CH3:36][C:37]#[N:38]>>[CH3:1][O:2][c:3]1[cH:4][cH:5][c:6]2[c:7]([cH:14]1)[CH:8]=[C:9]([CH2:12][Br:15])[CH2:10][O:11]2.